The task is: describe an organic reaction: reactants, conditions, products, and yield. This data is from the Open Reaction Database (ORD), a public repository of structured organic reaction records. Starting materials: O=C([O-])c1ccccc1, C#C[I+]c1ccccc1, ClCCl, O=S(=O)([O-])C(F)(F)F, [Na+], O. Yields the product C#COC(=O)c1ccccc1. As a reaction SMILES: [C:18]([c:19]1[cH:20][cH:21][cH:22][cH:23][cH:24]1)(=[O:25])[O-:26].[C:9](#[CH:10])[I+:11][c:12]1[cH:13][cH:14][cH:15][cH:16][cH:17]1.[CH2:28]([Cl:29])[Cl:30].[F:1][C:2]([F:3])([F:4])[S:5]([O-:6])(=[O:7])=[O:8].[Na+:27].[OH2:31]>>[C:9](#[CH:10])[O:26][C:18]([c:19]1[cH:20][cH:21][cH:22][cH:23][cH:24]1)=[O:25]. The reactants are N1=CC=CC=C1 (pyridine), 1g, Cl.CN(CCCN=C=NCC)C (N-[3-(dimethylamino)propyl]-N′-ethylcarbodiimide hydrochloride), NC=1C(=C(C(=O)OC)C=CC1)O (methyl 3-amino-2-hydroxybenzoate), N1(CCOCC1)C=1N=C(NC(C1)=O)CC(=O)[O-].[Na+] (sodium [4-(morpholin-4-yl)-6-oxo-1,6-dihydropyrimidin-2-yl]acetate). The solvent is CN(C=O)C (N,N-dimethylformamide). Reaction conditions: time 15 hour. The product is OC1=C(C(=O)OC)C=CC=C1NC(CC=1NC(C=C(N1)N1CCOCC1)=O)=O (methyl 2-hydroxy-3-({[4-(morpholin-4-yl)-6-oxo-1,6-dihydropyrimidin-2-yl]acetyl}amino)benzoate). Isolated yield 85.4%. RXN SMILES: N1C=CC=CC=1.Cl.CN(C)CCCN=C=NCC.[NH2:19][C:20]1[C:21]([OH:30])=[C:22]([CH:27]=[CH:28][CH:29]=1)[C:23]([O:25][CH3:26])=[O:24].[N:31]1([C:37]2[N:38]=[C:39]([CH2:44][C:45]([O-])=[O:46])[NH:40][C:41](=[O:43])[CH:42]=2)[CH2:36][CH2:35][O:34][CH2:33][CH2:32]1.[Na+]>CN(C)C=O>[OH:30][C:21]1[C:20]([NH:19][C:45](=[O:46])[CH2:44][C:39]2[NH:40][C:41](=[O:43])[CH:42]=[C:37]([N:31]3[CH2:36][CH2:35][O:34][CH2:33][CH2:32]3)[N:38]=2)=[CH:29][CH:28]=[CH:27][C:22]=1[C:23]([O:25][CH3:26])=[O:24] |f:1.2,4.5|. Reported procedure: 6 ml of pyridine, 1g of N-[3-(dimethylamino)propyl]-N′-ethylcarbodiimide hydrochloride and 1 g of methyl 3-amino-2-hydroxybenzoate are added to a solution of 1 g of [4-(morpholin-4-yl)-6-oxo-1,6-dihydropyrimidin-2-yl]acetate prepared in stage 2 of example 1, in 6 ml of N,N-dimethylformamide. The reaction mixture is stirred at ambient temperature for 15 hours, and then concentrated under reduced pressure. Water and ethyl acetate are added and the resulting mixture is thus stirred for 30 minutes. ... Reactants: CCOC(=O)C1=CC=2C(=NC(=C(C2)OCC)Cl)N1C(=O)OC(C)(C)C (6-chloro-5-ethoxy-pyrrolo[2,3-b]pyridine-1,2-dicarboxylic acid 1-tert-butyl ester 2-ethyl ester), FC(C(=O)O)(F)F (trifluoroacetic acid). Run in ClCCl (dichloromethane). Product: C(C)OC(=O)C1=CC=2C(=NC(=C(C2)OCC)Cl)N1 (6-Chloro-5-ethoxy-1H-pyrrolo[2,3-b]pyridine-2-carboxylic acid ethyl ester). RXN SMILES: [CH3:1][CH2:2][O:3][C:4]([C:6]1[N:18](C(OC(C)(C)C)=O)[C:9]2=[N:10][C:11]([Cl:17])=[C:12]([O:14][CH2:15][CH3:16])[CH:13]=[C:8]2[CH:7]=1)=[O:5].FC(F)(F)C(O)=O>ClCCl>[CH2:2]([O:3][C:4]([C:6]1[NH:18][C:9]2=[N:10][C:11]([Cl:17])=[C:12]([O:14][CH2:15][CH3:16])[CH:13]=[C:8]2[CH:7]=1)=[O:5])[CH3:1]. Procedure: A solution of 1.0 g (2.71 mmol) 6-chloro-5-ethoxy-pyrrolo[2,3-b]pyridine-1,2-dicarboxylic acid 1-tert-butyl ester 2-ethyl ester in 20 mL dichloromethane was cooled to 0° C., 10 mL (14.9 g, 0.13 mol) trifluoroacetic acid was added and then the cooling bath was removed. After 1 h the volatile components were removed and the residue was poured into 10% aqueous sodium bicarbonate solution and extracted twice with dichloromethane. The combined organic layers were washed with brine, dried over magnesi... The reactants are CC(=O)[O-], CO, Cl, NO, [Na+], CCCN(CCC)c1ccnc(N=C(c2ccccc2)c2ccccc2)c1. Yields the product CCCN(CCC)c1ccnc(N)c1. Reaction SMILES: [CH3:29][C:30](=[O:31])[O-:32].[CH3:36][OH:37].[ClH:33].[NH2:34][OH:35].[Na+:28].[c:1]1([C:2]([c:3]2[cH:4][cH:5][cH:6][cH:7][cH:22]2)=[N:8][c:9]2[n:10][cH:11][cH:12][c:13]([N:15]([CH2:16][CH2:17][CH3:18])[CH2:19][CH2:20][CH3:21])[cH:14]2)[cH:23][cH:24][cH:25][cH:26][cH:27]1>>[NH2:8][c:9]1[n:10][cH:11][cH:12][c:13]([N:15]([CH2:16][CH2:17][CH3:18])[CH2:19][CH2:20][CH3:21])[cH:14]1. RXN SMILES: [CH3:20][N:21]([CH3:22])[CH:23]=[O:24].[CH3:25][CH2:26][O:27][C:28](=[O:29])[CH3:30].[CH:3]1([CH2:6][OH:7])[CH2:4][CH2:5]1.[Cl:8][c:9]1[n:10][cH:11][cH:12][cH:13][c:14]1[S:15](=[O:16])(=[O:17])[NH2:18].[ClH:19].[H-:1].[Na+:2]>>[CH:3]1([CH2:6][O:7][c:9]2[n:10][cH:11][cH:12][cH:13][c:14]2[S:15](=[O:16])(=[O:17])[NH2:18])[CH2:4][CH2:5]1. Reactants: CN(C)C=O, CCOC(C)=O, OCC1CC1, NS(=O)(=O)c1cccnc1Cl, Cl, [H-], [Na+]. Product: NS(=O)(=O)c1cccnc1OCC1CC1.